This data is from the Open Reaction Database (ORD), a public repository of structured organic reaction records. The task is: describe an organic reaction: reactants, conditions, products, and yield Reactants: C(C)OC(C(CC1=CC=C(C=C1)OCCC1N(C(NC1)=O)C)(C)OC1=C(C=CC=C1)F)=O (2-(2-Fluoro-phenoxy)-2-methyl-3-{4-[2-(3-methyl-2-oxo-imidazolidin-4-yl)-ethoxy]-phenyl}-propionic acid ethyl ester), [H-].[Na+] (sodium hydride), C(C1=CC=CC=C1)Br (Benzyl bromide). Reagents/catalysts: [I-].C(CCC)[N+](CCCC)(CCCC)CCCC (tetrabutyl ammonium iodide). Solvent: C(C)(=O)OCC (ethyl acetate). Run at time 1 hour. Product: C(C)OC(C(CC1=CC=C(C=C1)OCCC1N(C(N(C1)CC1=CC=CC=C1)=O)C)(C)OC1=C(C=CC=C1)F)=O (3-{4-[2-(1-Benzyl-3-methyl-2-oxo-imidazolidin-4-yl)-ethoxy]-phenyl}-2-(2-fluoro-phenoxy)-2-methyl-propionic acid ethyl ester). Reaction SMILES: [CH2:1](Br)[C:2]1[CH:7]=[CH:6][CH:5]=[CH:4][CH:3]=1.[CH2:9]([O:11][C:12](=[O:40])[C:13]([O:32][C:33]1[CH:38]=[CH:37][CH:36]=[CH:35][C:34]=1[F:39])([CH3:31])[CH2:14][C:15]1[CH:20]=[CH:19][C:18]([O:21][CH2:22][CH2:23][CH:24]2[CH2:28][NH:27][C:26](=[O:29])[N:25]2[CH3:30])=[CH:17][CH:16]=1)[CH3:10].[H-].[Na+]>[I-].C([N+](CCCC)(CCCC)CCCC)CCC.C(OCC)(=O)C>[CH2:9]([O:11][C:12](=[O:40])[C:13]([O:32][C:33]1[CH:38]=[CH:37][CH:36]=[CH:35][C:34]=1[F:39])([CH3:31])[CH2:14][C:15]1[CH:20]=[CH:19][C:18]([O:21][CH2:22][CH2:23][CH:24]2[CH2:28][N:27]([CH2:1][C:2]3[CH:7]=[CH:6][CH:5]=[CH:4][CH:3]=3)[C:26](=[O:29])[N:25]2[CH3:30])=[CH:17][CH:16]=1)[CH3:10] |f:2.3,4.5|. Procedure: Benzyl bromide (0.02 mL, 0.172 mmol, d=1.438) and tetrabutyl ammonium iodide (catalytic amount) are added to a 0° C. suspension of 2-(2-Fluoro-phenoxy)-2-methyl-3-{4-[2-(3-methyl-2-oxo-imidazolidin-4-yl)-ethoxy]-phenyl}-propionic acid ethyl ester (0.051 g, 0.115 mmol) and sodium hydride (0.011 g, 0.287 mmol, 60% suspension on mineral oil), pre-stirred for 1 h at ambient temperature. The reaction mixture is stirred at ambient temperature for 18 h, diluted with ethyl acetate, and washed with 1N HC...